From a dataset of the Open Reaction Database (ORD), a public repository of structured organic reaction records. describe an organic reaction: reactants, conditions, products, and yield Reactants: CSC=1NC(C(=CN1)C(=O)OCC)=O (ethyl 1,6-dihydro-2-methylthio-6-oxo-5-pyrimidinecarboxylate), C(CC)OC1=C(N)C=CC=C1 (2-propoxyaniline). Run in CO (methanol). Run at temperature 120 celsius, time 1 hour. The product is C(CC)OC1=C(NC=2NC(C(=CN2)C(=O)OCC)=O)C=CC=C1 (ethyl 1,6-dihydro-2-(2-propoxyanilino)-6-oxo-5-pyrimidinecarboxylate). Yield: 72.3%. Reaction SMILES: CS[C:3]1[NH:4][C:5](=[O:14])[C:6]([C:9]([O:11][CH2:12][CH3:13])=[O:10])=[CH:7][N:8]=1.[CH2:15]([O:18][C:19]1[CH:25]=[CH:24][CH:23]=[CH:22][C:20]=1[NH2:21])[CH2:16][CH3:17]>CO>[CH2:15]([O:18][C:19]1[CH:25]=[CH:24][CH:23]=[CH:22][C:20]=1[NH:21][C:3]1[NH:4][C:5](=[O:14])[C:6]([C:9]([O:11][CH2:12][CH3:13])=[O:10])=[CH:7][N:8]=1)[CH2:16][CH3:17]. Procedure details: A mixture of ethyl 1,6-dihydro-2-methylthio-6-oxo-5-pyrimidinecarboxylate (4.2 g) and 2-propoxyaniline (3.5 g) is heated with stirring without a solvent at 120° C. for 1 hour. After cooling, methanol is added to the reaction mixture in order to pulverize the solid, and then the product is collected by filtration and recrystallized from a mixture of DMF and water to give ethyl 1,6-dihydro-2-(2-propoxyanilino)-6-oxo-5-pyrimidinecarboxylate (4.5 g). M.p. 198°-200° C. The reactants are CC#N, O=C1CCC(=O)N1Cl, NC(=O)c1ccccc1. The product is NC(=O)c1cccc(Cl)c1. Reaction SMILES: [CH3:18][C:19]#[N:20].[Cl:1][N:2]1[C:3](=[O:4])[CH2:5][CH2:6][C:7]1=[O:8].[NH2:9][C:10](=[O:11])[c:12]1[cH:13][cH:14][cH:15][cH:16][cH:17]1>>[Cl:1][c:16]1[cH:15][cH:14][cH:13][c:12]([C:10]([NH2:9])=[O:11])[cH:17]1. Starting materials: [BH3-]C#N, CO, CC(=O)O, O=Cc1ccc(OC(F)(F)F)cc1, NCCNc1nc(Cl)nc2c1ncn2C1CCCC1, [Na+]. Product: FC(F)(F)Oc1ccc(CNCCNc2nc(Cl)nc3c2ncn3C2CCCC2)cc1. As a reaction SMILES: [C:35]([BH3-:36])#[N:37].[CH3:20][OH:21].[CH3:39][C:40](=[O:41])[OH:42].[F:22][C:23]([O:24][c:25]1[cH:26][cH:27][c:28]([CH:29]=[O:30])[cH:31][cH:32]1)([F:33])[F:34].[NH2:1][CH2:2][CH2:3][NH:4][c:5]1[c:6]2[n:7][cH:8][n:9]([CH:15]3[CH2:16][CH2:17][CH2:18][CH2:19]3)[c:10]2[n:11][c:12]([Cl:14])[n:13]1.[Na+:38]>>[NH:1]([CH2:2][CH2:3][NH:4][c:5]1[c:6]2[n:7][cH:8][n:9]([CH:15]3[CH2:16][CH2:17][CH2:18][CH2:19]3)[c:10]2[n:11][c:12]([Cl:14])[n:13]1)[CH2:29][c:28]1[cH:27][cH:26][c:25]([O:24][C:23]([F:22])([F:33])[F:34])[cH:32][cH:31]1. The reactants are COC(=O)C=1NC2=CC=CC=C2C1Cl (3-chloro-1H-indole-2-carboxylic acid methyl ester), BrCC1=CC=CC2=CC=CC=C12 (1-bromomethyl-naphthalene). Yields the product ClC1=C(N(C2=CC=CC=C12)CC1=CC=CC2=CC=CC=C12)C(=O)O (3-Chloro-1-naphthalen-1-ylmethyl-1H-indole-2-carboxylic acid). Reaction SMILES: C[O:2][C:3]([C:5]1[NH:6][C:7]2[C:12]([C:13]=1[Cl:14])=[CH:11][CH:10]=[CH:9][CH:8]=2)=[O:4].Br[CH2:16][C:17]1[C:26]2[C:21](=[CH:22][CH:23]=[CH:24][CH:25]=2)[CH:20]=[CH:19][CH:18]=1>>[Cl:14][C:13]1[C:12]2[C:7](=[CH:8][CH:9]=[CH:10][CH:11]=2)[N:6]([CH2:16][C:17]2[C:26]3[C:21](=[CH:22][CH:23]=[CH:24][CH:25]=3)[CH:20]=[CH:19][CH:18]=2)[C:5]=1[C:3]([OH:2])=[O:4]. Reported procedure: Using general procedure B, 3-chloro-1H-indole-2-carboxylic acid methyl ester was coupled with 1-bromomethyl-naphthalene and the product obtained was hydrolyzed to give the title compound as a white solid. MS: 334.3 ([M−H]−).